Task: describe an organic reaction: reactants, conditions, products, and yield. Dataset: the Open Reaction Database (ORD), a public repository of structured organic reaction records Procedure details: A solution of 6.2 g (50 mmoles) dimethyl methylphosphonate (Aldrich) in 125 ml dry tetrahydrofuran was cooled to -78° in a dry nitrogen atmosphere. To the stirred phosphonate solution was added 21 ml of 2.37 M n-butyllithium in hexane solution (Alfa Inorganics, Inc.) dropwise over a period of 18 minutes at such a rate that the reduction temperature never rose above -65°. After an additional 5 minutes stirring at -78°, 7.5 g (50.0 mmole) methyl phenylacetate was added dropwise at a rate that kept... Yield: 29.0%. Reactants: C1(=CC=CC=C1)CC(=O)OC (methyl phenylacetate), CP(OC)(OC)=O (dimethyl methylphosphonate), P([O-])([O-])=O (phosphonate), C(CCC)[Li] (n-butyllithium). Solvent: C(C)(=O)O (acetic acid), O1CCCC1 (tetrahydrofuran), CCCCCC (hexane). As a reaction SMILES: [CH3:1][P:2](=[O:7])([O:5][CH3:6])[O:3][CH3:4].P(=O)([O-])[O-].C([Li])CCC.[C:17]1([CH2:23][C:24](OC)=[O:25])[CH:22]=[CH:21][CH:20]=[CH:19][CH:18]=1>O1CCCC1.CCCCCC.C(O)(=O)C>[O:25]=[C:24]([CH2:23][C:17]1[CH:22]=[CH:21][CH:20]=[CH:19][CH:18]=1)[CH2:1][P:2](=[O:7])([O:5][CH3:6])[O:3][CH3:4]. Conditions: time 5 minute. The product is O=C(CP(OC)(OC)=O)CC1=CC=CC=C1 (Dimethyl 2-oxo-3-phenylpropylphosphonate). The reactants are FC1=C(C#N)C=CC=C1 (2-Fluoro-benzonitrile), CN1CC(CCC1)O (1-methyl-piperidin-3-ol). Product: CN1CC(CCC1)OC1=C(C#N)C=CC=C1 (2-[(1-methylpiperidin-3-yl)oxy]benzonitrile). As a reaction SMILES: F[C:2]1[CH:9]=[CH:8][CH:7]=[CH:6][C:3]=1[C:4]#[N:5].[CH3:10][N:11]1[CH2:16][CH2:15][CH2:14][CH:13]([OH:17])[CH2:12]1>>[CH3:10][N:11]1[CH2:16][CH2:15][CH2:14][CH:13]([O:17][C:2]2[CH:9]=[CH:8][CH:7]=[CH:6][C:3]=2[C:4]#[N:5])[CH2:12]1. Reported procedure: 2-Fluoro-benzonitrile was reacted with 1-methyl-piperidin-3-ol according to the method of Example 85A to provide the title compound. MS (DCI/NH3) m/z 217 (M+1)+. The reactants are COC(=O)c1cc2c(OCC(N)=O)c(OC)ccc2n1Cc1ccc(Cl)c(Cl)c1, [I-], [Li+], c1ccncc1. Yields the product COc1ccc2c(cc(C(=O)O)n2Cc2ccc(Cl)c(Cl)c2)c1OCC(N)=O. Reaction SMILES: [Cl:3][c:4]1[cH:5][c:6]([CH2:7][n:8]2[c:9]([C:24](=[O:25])[O:26][CH3:27])[cH:10][c:11]3[c:12]([O:19][CH2:20][C:21]([NH2:22])=[O:23])[c:13]([O:17][CH3:18])[cH:14][cH:15][c:16]23)[cH:28][cH:29][c:30]1[Cl:31].[I-:1].[Li+:2].[cH:32]1[cH:33][cH:34][n:35][cH:36][cH:37]1>>[Cl:3][c:4]1[cH:5][c:6]([CH2:7][n:8]2[c:9]([C:24](=[O:25])[OH:26])[cH:10][c:11]3[c:12]([O:19][CH2:20][C:21]([NH2:22])=[O:23])[c:13]([O:17][CH3:18])[cH:14][cH:15][c:16]23)[cH:28][cH:29][c:30]1[Cl:31].